Dataset: the Open Reaction Database (ORD), a public repository of structured organic reaction records. Task: describe an organic reaction: reactants, conditions, products, and yield The reactants are COC[C@@H]1CC[C@H](CC1)C1=CC=C(C#N)C=C1 (4-(trans-4'-methyloxymethylcyclohexyl)benzonitrile), Cl (HCl), C(CO)O (ethylene glycol), [OH-].[K+] (KOH). Solvent: O (water). Yields the product COC[C@@H]1CC[C@H](CC1)C1=CC=C(C(=O)O)C=C1 (4-(trans-4'-methyloxymethylcyclohexyl)benzoic acid). RXN SMILES: [CH3:1][O:2][CH2:3][C@H:4]1[CH2:9][CH2:8][C@H:7]([C:10]2[CH:17]=[CH:16]C(C#N)=[CH:12][CH:11]=2)[CH2:6][CH2:5]1.[CH2:18]([OH:21])[CH2:19]O.[OH-:22].[K+].Cl>O>[CH3:1][O:2][CH2:3][C@H:4]1[CH2:9][CH2:8][C@H:7]([C:10]2[CH:17]=[CH:16][C:19]([C:18]([OH:21])=[O:22])=[CH:12][CH:11]=2)[CH2:6][CH2:5]1 |f:2.3|. Procedure details: Into a 2 l three-neck flask were added compound (F) (25 g, 0.109 mol) obtained in the fifth step and ethylene glycol (722 ml) and further an aqueous solution obtained by dissolving KOH (18.8 g, 0.335 mol) in water (26 ml), followed by refluxing the mixture for 12 hours while heating on a mantle heater. After cooling, the reaction mixture was acidified by adding 6N-HCl (200 ml) to form crystals, which were filtered off and dried, followed by dissolving the crystals in ethanol (200 ml) and recryst...